From a dataset of the Open Reaction Database (ORD), a public repository of structured organic reaction records. describe an organic reaction: reactants, conditions, products, and yield Starting materials: C([C@@H]1[C@@H]([C@@H]([C@H]([C@H](O1)OC2[C@@H]([C@H](C([C@@H]([C@@H]2O)O)O)O)O)O)O)O)O (Fagopyritol A1), C([C@@H]1[C@@H]([C@@H]([C@H]([C@H](O1)OC2[C@H]([C@@H](C([C@H]([C@@H]2O)O)O)O)O)O)O)O)O (Fagopyritol B1), C1(C(C(C(C(C1O)O)O)O)O)O (L-chiro-inositol), C1(C(C(C(C(C1O)O)O)O)O)O (D-chiro-inositol). The product is O=C[C@H](O)[C@@H](O)[C@@H](O)[C@H](O)CO (D-galactose), C1(C(C(C(C(C1O)O)O)O)O)O (D-chiro-inositol), C([C@@H]1[C@@H]([C@@H]([C@H]([C@H](O1)OC2[C@@H]([C@H](C([C@@H]([C@@H]2O)O)O)O)O)O)O)O)O (Fagopyritol A1). As a reaction SMILES: [CH:1]1([OH:12])[CH:6]([OH:7])[CH:5]([OH:8])[CH:4]([OH:9])[CH:3]([OH:10])[CH:2]1[OH:11].C(O)[C@H]1O[C@H]([O:20][CH:21]2[C@@H:26]([OH:27])[C@@H:25]([OH:28])[CH:24]([OH:29])[C@H:23]([OH:30])[C@H:22]2[OH:31])[C@H](O)[C@@H](O)[C@H]1O.[CH2:36]([OH:58])[C@H:37]1[O:42][C@H:41]([O:43][CH:44]2[C@@H:49]([OH:50])[C@H:48]([OH:51])[CH:47]([OH:52])[C@@H:46]([OH:53])[C@@H:45]2[OH:54])[C@H:40]([OH:55])[C@@H:39]([OH:56])[C@H:38]1[OH:57]>>[O:7]=[CH:6][C@@H:5]([C@H:4]([C@H:3]([C@@H:2]([CH2:1][OH:12])[OH:11])[OH:10])[OH:9])[OH:8].[CH:21]1([OH:20])[CH:22]([OH:31])[CH:23]([OH:30])[CH:24]([OH:29])[CH:25]([OH:28])[CH:26]1[OH:27].[CH2:36]([OH:58])[C@H:37]1[O:42][C@H:41]([O:43][CH:44]2[C@@H:45]([OH:54])[C@@H:46]([OH:53])[CH:47]([OH:52])[C@H:48]([OH:51])[C@H:49]2[OH:50])[C@H:40]([OH:55])[C@@H:39]([OH:56])[C@H:38]1[OH:57]. Procedure: Results. Buckwheat bran was extracted with 50% EtOH, and the resulting extract chromatographed on carbon-Celite, 1:1 (w/w), to purify Fagopyritol A1. Fagopyritol B1 was also purified from the same sample for comparison. Per(pentafluoropropionates) of chiro-inositol from acid hydrolysis of Fagopyritol A1 and Fagopyritol B1 co-chromatographed on a chiral column with authentic D-chiro-inositol, but not with authentic L-chiro-inositol. Hydrolysis of Fagopyritol A1 and Fagopyritol B1 produced D-galac... Reaction conditions: time 24 hour. Procedure: A mixture of ethyl 4-chloro-2-methylthiopyrimidine-5-carboxylate (15 g, 64.5 mmol) and aniline (12 mL, 132 mmol) in 200 mL of acetonitrile was stirred at room temperature for 24 hours. The mixture was then evaporated and ethyl acetate and 2M aqueous hydrochloric acid were added to the residue. The phases were separated and the organic phase was washed with aqueous hydrochloric acid, dried over sodium sulfate, filtered and evaporated. The resulting solid was purified by trituation with 1:3 ether/... RXN SMILES: Cl[C:2]1[C:7]([C:8]([O:10][CH2:11][CH3:12])=[S:9])=[CH:6][N:5]=[C:4]([CH3:13])[N:3]=1.[NH2:14][C:15]1[CH:20]=[CH:19][CH:18]=[CH:17][CH:16]=1>C(#N)C>[C:15]1([NH:14][C:2]2[C:7]([C:8]([O:10][CH2:11][CH3:12])=[S:9])=[CH:6][N:5]=[C:4]([CH3:13])[N:3]=2)[CH:20]=[CH:19][CH:18]=[CH:17][CH:16]=1. Isolated yield 80.5%. Starting materials: ClC1=NC(=NC=C1C(=S)OCC)C (ethyl 4-chloro-2-methylthiopyrimidine-5-carboxylate), NC1=CC=CC=C1 (aniline). Run in C(C)#N (acetonitrile). Product: C1(=CC=CC=C1)NC1=NC(=NC=C1C(=S)OCC)C (ethyl 4-phenylamino-2-methylthio-pyrimidine-5-carboxylate). The reactants are OC=1C(=C2CCC(OC2=C(C1C)C)(C)C(=O)O)C ((6-hydroxy-2,5,7,8-tetramethylchroman-2-yl)carboxylic acid), C(C)(=O)OC(C)=O (acetic anhydride). Run in N1=CC=CC=C1 (pyridine). Reaction conditions: temperature 30 celsius, time 2 hour. Product: C(C)(=O)OC=1C(=C2CCC(OC2=C(C1C)C)(C)C(=O)O)C ((6-acetoxy-2,5,7,8-tetramethylchroman-2-yl)carboxylic acid). RXN SMILES: [OH:1][C:2]1[C:3]([CH3:18])=[C:4]2[C:9](=[C:10]([CH3:13])[C:11]=1[CH3:12])[O:8][C:7]([C:15]([OH:17])=[O:16])([CH3:14])[CH2:6][CH2:5]2.[C:19](OC(=O)C)(=[O:21])[CH3:20]>N1C=CC=CC=1>[C:19]([O:1][C:2]1[C:3]([CH3:18])=[C:4]2[C:9](=[C:10]([CH3:13])[C:11]=1[CH3:12])[O:8][C:7]([C:15]([OH:17])=[O:16])([CH3:14])[CH2:6][CH2:5]2)(=[O:21])[CH3:20]. Procedure: Dissolve 50 grams (0.2 mol) of (6-hydroxy-2,5,7,8-tetramethylchroman-2-yl)carboxylic acid in 150 cm3 of anhydrous pyridine. Add dropwise 9.4 cm3 (0.1 mol) of acetic anhydride under a stream of nitrogen. Stir for 2 hours at a temperature of 30° C. After cooling, pour the mixture onto some ice, extract the resulting product with diethyl ether, and wash the organic phase with a 0.2N hydrochloric acid solution, and then with water until neutral. After evaporation of the solvent, an oily mass is coll... Reactants: CCOCC, Cc1csc(OCCc2cccc3c2C(=O)NC3=O)c1, CCO, NN, [Na+], [OH-]. Product: Cc1csc(OCCN)c1. Reaction SMILES: [CH2:28]([O:29][CH2:30][CH3:31])[CH3:32].[CH3:1][c:2]1[cH:3][c:4]([O:7][CH2:8][CH2:9][c:10]2[cH:11][cH:12][cH:13][c:14]3[c:19]2[C:17](=[O:18])[NH:16][C:15]3=[O:20])[s:5][cH:6]1.[CH3:25][CH2:26][OH:27].[NH2:21][NH2:22].[Na+:24].[OH-:23]>>[CH3:1][c:2]1[cH:3][c:4]([O:7][CH2:8][CH2:9][NH2:21])[s:5][cH:6]1. The reactants are CC(C)(C)OC(=O)CBr, [H-], [Na+], CN(C)C=O, O=C1CCN(c2ccc(CC3SC(=O)NC3=O)cc2)CC1, O. Product: CC(C)(C)OC(=O)CN1C(=O)SC(Cc2ccc(N3CCC(=O)CC3)cc2)C1=O. RXN SMILES: [Br:29][CH2:30][C:31](=[O:32])[O:33][C:34]([CH3:35])([CH3:36])[CH3:37].[H-:1].[Na+:2].[O:24]=[CH:25][N:26]([CH3:27])[CH3:28].[O:3]=[C:4]1[CH2:5][CH2:6][N:7]([c:10]2[cH:11][cH:12][c:13]([CH2:14][CH:15]3[C:16](=[O:21])[NH:17][C:18](=[O:20])[S:19]3)[cH:22][cH:23]2)[CH2:8][CH2:9]1.[OH2:38]>>[O:3]=[C:4]1[CH2:5][CH2:6][N:7]([c:10]2[cH:11][cH:12][c:13]([CH2:14][CH:15]3[C:16](=[O:21])[N:17]([CH2:30][C:31](=[O:32])[O:33][C:34]([CH3:35])([CH3:36])[CH3:37])[C:18](=[O:20])[S:19]3)[cH:22][cH:23]2)[CH2:8][CH2:9]1. Starting materials: O=c1[nH]c2cccc(Cl)c2n1CCCO, ClC(Cl)Cl, O=S(Cl)Cl. Yields the product O=c1[nH]c2cccc(Cl)c2n1CCCCl. As a reaction SMILES: [Cl:1][c:2]1[cH:3][cH:4][cH:5][c:6]2[nH:7][c:8](=[O:15])[n:9]([CH2:11][CH2:12][CH2:13][OH:14])[c:10]12.[Cl:20][CH:21]([Cl:22])[Cl:23].[S:16]([Cl:17])([Cl:18])=[O:19]>>[Cl:1][c:2]1[cH:3][cH:4][cH:5][c:6]2[nH:7][c:8](=[O:15])[n:9]([CH2:11][CH2:12][CH2:13][Cl:18])[c:10]12.